From a dataset of the Open Reaction Database (ORD), a public repository of structured organic reaction records. describe an organic reaction: reactants, conditions, products, and yield Reactants: C1CCOC1, Cc1ccccc1-c1nc2c(C)cccc2cc1C=O. Product: Cc1ccccc1-c1nc2c(C)cccc2cc1C(C)O. As a reaction SMILES: [CH2:21]1[O:22][CH2:23][CH2:24][CH2:25]1.[CH3:1][c:2]1[cH:3][cH:4][cH:5][c:6]2[cH:7][c:8]([CH:19]=[O:20])[c:9](-[c:12]3[c:13]([CH3:18])[cH:14][cH:15][cH:16][cH:17]3)[n:10][c:11]12>>[CH3:1][c:2]1[cH:3][cH:4][cH:5][c:6]2[cH:7][c:8]([CH:19]([OH:20])[CH3:21])[c:9](-[c:12]3[c:13]([CH3:18])[cH:14][cH:15][cH:16][cH:17]3)[n:10][c:11]12. Reactants: O=C([O-])[O-], C1CCOC1, [Cs+], [Cs+], O=S(=O)(Oc1cc(-c2cccc(OCc3ccccc3)c2)nc(N2CCOCC2)n1)C(F)(F)F, Nc1cccnc1, CC(=O)[O-], CC(=O)[O-], [Pd+2]. Yields the product c1ccc(COc2cccc(-c3cc(Nc4cccnc4)nc(N4CCOCC4)n3)c2)cc1. RXN SMILES: [C:1](=[O:2])([O-:3])[O-:4].[CH2:48]1[O:49][CH2:50][CH2:51][CH2:52]1.[Cs+:5].[Cs+:6].[F:7][C:8]([S:9]([O:10][c:15]1[n:16][c:17]([N:35]2[CH2:36][CH2:37][O:38][CH2:39][CH2:40]2)[n:18][c:19](-[c:21]2[cH:22][c:23]([O:27][CH2:28][c:29]3[cH:30][cH:31][cH:32][cH:33][cH:34]3)[cH:24][cH:25][cH:26]2)[cH:20]1)(=[O:11])=[O:12])([F:13])[F:14].[NH2:41][c:42]1[cH:43][n:44][cH:45][cH:46][cH:47]1.[O-:54][C:55]([CH3:56])=[O:57].[O-:58][C:59]([CH3:60])=[O:61].[Pd+2:53]>>[c:15]1([NH:41][c:42]2[cH:43][n:44][cH:45][cH:46][cH:47]2)[n:16][c:17]([N:35]2[CH2:36][CH2:37][O:38][CH2:39][CH2:40]2)[n:18][c:19](-[c:21]2[cH:22][c:23]([O:27][CH2:28][c:29]3[cH:30][cH:31][cH:32][cH:33][cH:34]3)[cH:24][cH:25][cH:26]2)[cH:20]1. Yields the product C(C(=C)C)(=O)OCCOC(=O)OCC#C (2-propargyloxycarbonyloxyethyl methacrylate). Reactants: ClC(=O)OCCOC(C(=C)C)=O (2-methacryloyloxyethyl chloroformate), CN(C)C (trimethylamine), C(C#C)O (propargyl alcohol). RXN SMILES: Cl[C:2]([O:4][CH2:5][CH2:6][O:7][C:8](=[O:12])[C:9]([CH3:11])=[CH2:10])=[O:3].CN(C)C.[CH2:17]([OH:20])[C:18]#[CH:19]>C(Cl)Cl>[C:8]([O:7][CH2:6][CH2:5][O:4][C:2]([O:20][CH2:17][C:18]#[CH:19])=[O:3])(=[O:12])[C:9]([CH3:11])=[CH2:10]. Run in C(Cl)Cl (methylene chloride). Procedure: A flask use in Example 1 was charged with 19.3 g of 2-methacryloyloxyethyl chloroformate and 11.5 g of trimethylamine in 50.0 g of methylene chloride. To the flask was added 7.0 g of propargyl alcohol dropwise over one hour. The mixture was allowed to react for 6 hours at 30° C. After the reaction, the mixture was processed as in Example 1 to give 2-propargyloxycarbonyloxyethyl methacrylate as colorless liquid. Yield, 53.6% of theory. The product was identified to be the same as the product of E...